Dataset: the Open Reaction Database (ORD), a public repository of structured organic reaction records. Task: describe an organic reaction: reactants, conditions, products, and yield As a reaction SMILES: [CH2:1]([CH3:2])[O:3][C:4](=[O:5])[c:6]1[n:7][c:8]([N:17]2[CH2:18][CH2:19][N:20]([C:23](=[O:24])[O:25][C:26]([CH3:27])([CH3:28])[CH3:29])[CH2:21][CH2:22]2)[c:9]2[c:10]([n:11]1)[s:12][c:13]([CH2:15][CH3:16])[cH:14]2.[CH3:32][OH:33].[Na+:31].[OH-:30]>>[O:3]=[C:4]([OH:5])[c:6]1[n:7][c:8]([N:17]2[CH2:18][CH2:19][N:20]([C:23](=[O:24])[O:25][C:26]([CH3:27])([CH3:28])[CH3:29])[CH2:21][CH2:22]2)[c:9]2[c:10]([n:11]1)[s:12][c:13]([CH2:15][CH3:16])[cH:14]2. Starting materials: CCOC(=O)c1nc(N2CCN(C(=O)OC(C)(C)C)CC2)c2cc(CC)sc2n1, CO, [Na+], [OH-]. Product: CCc1cc2c(N3CCN(C(=O)OC(C)(C)C)CC3)nc(C(=O)O)nc2s1. Conditions: temperature -40 celsius, time 2 hour. Procedure details: Acetone oxime (2.924 kg, 40 mol) was dissolved in 17.5 L of THF stirred under N2, and the solution was cooled to -40° C. Addition of 8 L of n-butyllithium (10M in hexane, 6.09 kg) was carefully accomplished at a rate such that the temperature of the reaction did not rise above 5° C. To this solution was added 2.719 kg of the compound from step 4a above dissolved in 7 L of THF, also at a rate such that the temperature of the reaction did not rise above 5° C. After addition of the reactants, the m... As a reaction SMILES: [CH3:1][C:2](=[N:4][OH:5])[CH3:3].C([Li])CCC.CO[C:13](=O)[C@@H:14]1[CH2:18][CH2:17][C:16](=[O:19])[NH:15]1.OS(O)(=O)=O.C([O-])([O-])=O.[Na+].[Na+]>C1COCC1.O>[CH3:1][C:2]1[CH:3]=[C:13]([C@H:14]2[NH:15][C:16](=[O:19])[CH2:17][CH2:18]2)[O:5][N:4]=1 |f:4.5.6|. The product is CC1=NOC(=C1)[C@@H]1CCC(N1)=O (5(S)-(3-methyl-5-isoxazolyl)-2-pyrrolidinone). Solvent: O (water), C1CCOC1 (THF), C1CCOC1 (THF). Starting materials: OS(=O)(=O)O (H2SO4), C(=O)([O-])[O-].[Na+].[Na+] (Na2CO3), CC(C)=NO (Acetone oxime), C(CCC)[Li] (n-butyllithium), COC([C@H]1NC(CC1)=O)=O ((S)-Pyroglutamic Acid Methyl Ester).